Dataset: the Open Reaction Database (ORD), a public repository of structured organic reaction records. Task: describe an organic reaction: reactants, conditions, products, and yield Starting materials: C(C1=CC=CC=C1)(=O)Cl (benzoyl chloride), [H-].[Na+] (NaH), O1NC(CC=C1)=O (oxazinone), C1CCOC1 (THF). Product: C(C)C1C(N(C2=C(O1)C(=CC=C2)C=CC)C(=O)C2=CC=CC=C2)=O (2-ethyl-4-(phenylcarbonyl)-8-(prop-1-enyl)-2H-benzo[b][1,4]oxazin-3(4H)-one). The yield is 77.0%. As a reaction SMILES: [C:1](Cl)(=[O:8])[C:2]1[CH:7]=[CH:6][CH:5]=[CH:4][CH:3]=1.[H-].[Na+].O1[CH:17]=[CH:16][CH2:15][C:14](=[O:18])[NH:13]1.[CH2:19]1[CH2:23][O:22][CH2:21][CH2:20]1>>[CH2:16]([CH:15]1[O:22][C:21]2[C:2]([CH:3]=[CH:4][CH3:5])=[CH:1][CH:23]=[CH:19][C:20]=2[N:13]([C:1]([C:2]2[CH:7]=[CH:6][CH:5]=[CH:4][CH:3]=2)=[O:8])[C:14]1=[O:18])[CH3:17] |f:1.2|. Procedure: Procedure & NMR Data: 142 μL (2.5 eq, 1.23 mmol) of benzoyl chloride was added to a mixture of 78 mg of NaH (4 eq, 1.96 mmol) and 100 mg (0.49 mmol) of oxazinone P2 in THF (9.5 ml). 58 mg of P4 were obtained, yield 77%. Reagents/catalysts: C(=O)([O-])[O-].[Cs+].[Cs+], C1CCC(CC1)P(C2CCCCC2)C3=CC=CC=C3C4=CC=CC=C4, CC(=O)O.CC(=O)O.[Pd]. Starting materials: C1C[C@@H](C2=NC(=NN2C1)N)C3=CC=C(C=C3)F, CN(C)C(=O)C1=CC=C(C=C1)Br. Product: CN(C)C(=O)C1=CC=C(C=C1)NC2=NN3CCCC(C3=N2)C4=CC=C(C=C4)F. Procedure: 8-(4-fluorophenyl)-5,6,7,8-tetrahydro-[1,2,4]triazolo[1,5-a]pyridin-2-amine (101 mg, 0.43 mmol), 4-bromo-N,N-dimethylbenzamide (100 mg, 0.44 mmol), Cesium carbonate (211 mg, 0.65 mmol), Palladium(II) acetate (9.8 mg, 0.04 mmol) and 2-(Dicyclohexylphosphino)biphenyl (15.8 mg, 0.05 mmol) were added to a microwave vial. The vial was capped and flushed with nitrogen. Dioxane (2.5 mL) was added and the vial was flushed with additional nitrogen before it was irradiated in a microwave reactor at 120 °C... Run in C1COCCO1. Conditions: temperature 120 celsius. The yield is 40.9%.